The task is: describe an organic reaction: reactants, conditions, products, and yield. This data is from the Open Reaction Database (ORD), a public repository of structured organic reaction records. The reactants are C(C)(C)C1=C(C(=CC=C1)C(C)C)N=C=O (2,6-diisopropylphenylisocyanate), N[C@@H](CC1=CC=CC=C1)C(=O)O ((L)-phenylalanine), C(C)OC(=O)C1CCNCC1 (4-ethoxycarbonylpiperidine). The product is C(C1=CC=CC=C1)[C@@H](C(=O)N1CCC(CC1)C(=O)OCC)NC(=O)NC1=C(C=CC=C1C(C)C)C(C)C ((1S)-1-[1-Benzyl-2-(4-ethoxycarbonylpiperidin-1-yl)-2-oxo-ethyl]-3-(2,6-diisopropylphenyl)-urea). RXN SMILES: [CH:1]([C:4]1[CH:9]=[CH:8][CH:7]=[C:6]([CH:10]([CH3:12])[CH3:11])[C:5]=1[N:13]=[C:14]=[O:15])([CH3:3])[CH3:2].[NH2:16][C@H:17]([C:25]([OH:27])=O)[CH2:18][C:19]1[CH:24]=[CH:23][CH:22]=[CH:21][CH:20]=1.[CH2:28]([O:30][C:31]([CH:33]1[CH2:38][CH2:37][NH:36][CH2:35][CH2:34]1)=[O:32])[CH3:29]>>[CH2:18]([C@H:17]([NH:16][C:14]([NH:13][C:5]1[C:6]([CH:10]([CH3:11])[CH3:12])=[CH:7][CH:8]=[CH:9][C:4]=1[CH:1]([CH3:2])[CH3:3])=[O:15])[C:25]([N:36]1[CH2:37][CH2:38][CH:33]([C:31]([O:30][CH2:28][CH3:29])=[O:32])[CH2:34][CH2:35]1)=[O:27])[C:19]1[CH:20]=[CH:21][CH:22]=[CH:23][CH:24]=1. Reported procedure: This compound was prepared in two steps from 2,6-diisopropylphenylisocyanate, (L)-phenylalanine, and 4-ethoxycarbonylpiperidine in the manner previously described in General Procedure A to give the desired urea amide product as a white solid. MS: 508 [M+H]+